describe an organic reaction: reactants, conditions, products, and yield From a dataset of the Open Reaction Database (ORD), a public repository of structured organic reaction records. The reactants are COC(=O)Cc1nc(OC)cc(OC)n1, [Na+], [OH-], O. Yields the product COc1cc(OC)nc(CC(=O)O)n1. As a reaction SMILES: [CH3:1][O:2][c:3]1[n:4][c:5]([CH2:11][C:12](=[O:13])[O:14][CH3:15])[n:6][c:7]([O:9][CH3:10])[cH:8]1.[Na+:17].[OH-:16].[OH2:18]>>[CH3:1][O:2][c:3]1[n:4][c:5]([CH2:11][C:12](=[O:13])[OH:14])[n:6][c:7]([O:9][CH3:10])[cH:8]1. The reactants are CCO, N#CC1(c2ccc(-c3cnc(N)cn3)nc2)CCC1, NO. Yields the product N=C(NO)C1(c2ccc(-c3cnc(N)cn3)nc2)CCC1. RXN SMILES: [CH3:22][CH2:23][OH:24].[NH2:1][c:2]1[n:3][cH:4][c:5](-[c:8]2[cH:9][cH:10][c:11]([C:14]3([C:18]#[N:19])[CH2:15][CH2:16][CH2:17]3)[cH:12][n:13]2)[n:6][cH:7]1.[NH2:20][OH:21]>>[NH2:1][c:2]1[n:3][cH:4][c:5](-[c:8]2[cH:9][cH:10][c:11]([C:14]3([C:18](=[NH:19])[NH:20][OH:21])[CH2:15][CH2:16][CH2:17]3)[cH:12][n:13]2)[n:6][cH:7]1. Reaction conditions: temperature 0 celsius, time 60 minute. Reported procedure: Under a protective gas, 20 g. (0.82 gram atom) of magnesium filings in 150 ml. of tetrahydrofuran is charged into a 1-liter three-necked flask. Within about 60 minutes, 120 g. (0.73 mole) of 1-bromo-4-methylpentane in 270 ml. of tetrahydrofuran is added dropwise to the reaction mixture so that a reaction temperature of 60° C. evolves. The agitation is continued for another 11/2 hours at 50° C. The thus-formed Grignard compound is separated from the unreacted magnesium by means of a glass pipette... The reactants are [Mg] (magnesium), solution, Li2CuCl4, BrCCCC(C)C (1-bromo-4-methylpentane), C(C=C)Br (allyl bromide), [Cl-].[NH4+] (ammonium chloride). Run in O1CCCC1 (tetrahydrofuran), O1CCCC1 (tetrahydrofuran), O (water), O1CCCC1 (tetrahydrofuran), C1CCOC1 (THF). The yield is 60.0%. RXN SMILES: [Mg].Br[CH2:3][CH2:4][CH2:5][CH:6]([CH3:8])[CH3:7].[CH2:9](Br)[CH:10]=[CH2:11].[Cl-].[NH4+]>C1COCC1.O>[CH3:7][CH:6]([CH3:8])[CH2:5][CH2:4][CH2:3][CH2:11][CH:10]=[CH2:9] |f:3.4|. Yields the product CC(CCCCC=C)C (7-methyl-1-octene). Starting materials: COC=1C=C2C(CC(NC2=CC1OC)C)=O (6,7-Dimethoxy-2-methyl-4-oxo-1,2,3,4-tetrahydroquinoline), N1=CC=CC=C1 (pyridine), ClC(=O)OCCCC (butyl chloroformate). Solvent: C(Cl)Cl (methylene chloride), C(Cl)Cl (methylene chloride). Reaction conditions: time 45 minute. Yields the product COC=1C=C2C(CC(N(C2=CC1OC)C(=O)OCCCC)C)=O (Racemic Butyl 6,7-Dimethoxy-2-methyl-4-oxo-1,2,3,4-tetrahydroquinoline-1-carboxylate). RXN SMILES: [CH3:1][O:2][C:3]1[CH:4]=[C:5]2[C:10](=[CH:11][C:12]=1[O:13][CH3:14])[NH:9][CH:8]([CH3:15])[CH2:7][C:6]2=[O:16].N1C=CC=CC=1.Cl[C:24]([O:26][CH2:27][CH2:28][CH2:29][CH3:30])=[O:25]>C(Cl)Cl>[CH3:1][O:2][C:3]1[CH:4]=[C:5]2[C:10](=[CH:11][C:12]=1[O:13][CH3:14])[N:9]([C:24]([O:26][CH2:27][CH2:28][CH2:29][CH3:30])=[O:25])[CH:8]([CH3:15])[CH2:7][C:6]2=[O:16]. Procedure details: To a cooled mixture of 1.15 g. (5.17 mmol) of the quinoline product of Example 4, 751 mg. (10.15 mmol) of dry pyridine and 5.5 ml. of methylene chloride stirred under a nitrogen atmosphere was added dropwise 1.03 g. (7.60 mmol) of butyl chloroformate in 1 ml. methylene chloride over 10 min. at a rate to maintain a 10°-15° temperature. After the addition was complete the bath was removed, the reaction stirred at room temperature for 45 min., and poured onto 25 ml. saturated sodium bicarbonate sol... Reactants: OC1=CC=C2C=C(C(=C(C2=C1)OC1=CC=C(C=C1)/C=C/C(=O)O)C1=CC=C(C=C1)O)C ((2E)-3-(4-{[7-Hydroxy-2-(4-hydroxyphenyl)-3-methyl-1-naphthalenyl]oxy}phenyl)-2-propenoic acid). The solvent is C(Cl)(Cl)Cl.CO (CHCl3 MeOH). Product: OC1=CC=C2C=C(C(=C(C2=C1)OC1=CC=C(C=C1)CCC(=O)O)C1=CC=C(C=C1)O)C (3-(4-{[7-Hydroxy-2-(4-hydroxyphenyl)-3-methyl-1-naphthalenyl]oxy}phenyl)propanoic acid). As a reaction SMILES: [OH:1][C:2]1[CH:11]=[C:10]2[C:5]([CH:6]=[C:7]([CH3:31])[C:8]([C:24]3[CH:29]=[CH:28][C:27]([OH:30])=[CH:26][CH:25]=3)=[C:9]2[O:12][C:13]2[CH:18]=[CH:17][C:16](/[CH:19]=[CH:20]/[C:21]([OH:23])=[O:22])=[CH:15][CH:14]=2)=[CH:4][CH:3]=1>C(Cl)(Cl)Cl.CO>[OH:1][C:2]1[CH:11]=[C:10]2[C:5]([CH:6]=[C:7]([CH3:31])[C:8]([C:24]3[CH:25]=[CH:26][C:27]([OH:30])=[CH:28][CH:29]=3)=[C:9]2[O:12][C:13]2[CH:14]=[CH:15][C:16]([CH2:19][CH2:20][C:21]([OH:23])=[O:22])=[CH:17][CH:18]=2)=[CH:4][CH:3]=1 |f:1.2|. Reported procedure: Synthesized in a manner similar to Example 47 using (2E)-3-(4-{[7-hydroxy-2-(4-hydroxyphenyl)-3-methyl-1-naphthalenyl]oxy}phenyl)-2-propenoic acid (267). 1H NMR (CD3OD, 400 MHz) δ 7.68 (d, J=9.5 Hz, 1H), 7.54 (s, 1H), 7.03-7.00 (m, 2H), 6.95-6.91 (m, 4H), 6.67 (d, J=8.4 Hz, 2H), 6.45 (d, J=8.4 Hz, 2H), 2.78-2.74 (m, 2H), 2.49-2.47 (m, 2H), 2.18 (s, 3H). LRMS (ESI) m/z 413 (M−1)−. TLC (90:10; CHCl3/MeOH): Rf=0.21. Starting materials: CNC(=O)C1OC(C(C1N)O)N1C2=NC=NC(=C2N=C1)NCC1=C(C=CC(=C1)Cl)OCC1C2C(C3C(O1)OC(O3)(C)C)OC(O2)(C)C (3-amino-5-{6-[5-chloro-2-(2,2,7,7-tetramethyltetrahydro-bis[1,3]dioxolo[4,5-b;4′,5′-d]pyran-5-ylmethoxy) benzylamino]purin-9-yl}-4-hydroxytetrahydrofuran-2-carboxylic acid methylamide), FC(C(=O)O)(F)F (trifluoroacetic acid), O (water). The solvent is C(Cl)(Cl)Cl (chloroform). Conditions: time 2 hour. The product is CNC(=O)[C@H]1O[C@H]([C@@H]([C@@H]1N)O)N1C2=NC=NC(=C2N=C1)NCC1=C(C=CC(=C1)Cl)OCC1OC(C(C(C1O)O)O)O ((2S,3S,4R,5R)3-Amino-5-{6-[5-chloro-2-(3,4,5,6-tetrahydroxytetrahydropyran-2-ylmethoxy)benzylamino]purin-9-yl}-4-hydroxytetrahydrofuran-2-carboxylic acid methylamide). Isolated yield 111.9%. As a reaction SMILES: [CH3:1][NH:2][C:3]([CH:5]1[CH:9]([NH2:10])[CH:8]([OH:11])[CH:7]([N:12]2[CH:20]=[N:19][C:18]3[C:13]2=[N:14][CH:15]=[N:16][C:17]=3[NH:21][CH2:22][C:23]2[CH:28]=[C:27]([Cl:29])[CH:26]=[CH:25][C:24]=2[O:30][CH2:31][CH:32]2[O:37][CH:36]3[O:38]C(C)(C)[O:40][CH:35]3[CH:34]3[O:43]C(C)(C)[O:45][CH:33]23)[O:6]1)=[O:4].FC(F)(F)C(O)=O.O>C(Cl)(Cl)Cl>[CH3:1][NH:2][C:3]([C@@H:5]1[C@@H:9]([NH2:10])[C@@H:8]([OH:11])[C@H:7]([N:12]2[CH:20]=[N:19][C:18]3[C:13]2=[N:14][CH:15]=[N:16][C:17]=3[NH:21][CH2:22][C:23]2[CH:28]=[C:27]([Cl:29])[CH:26]=[CH:25][C:24]=2[O:30][CH2:31][CH:32]2[CH:33]([OH:45])[CH:34]([OH:43])[CH:35]([OH:40])[CH:36]([OH:38])[O:37]2)[O:6]1)=[O:4]. Reported procedure: To a solution of 3-amino-5-{6-[5-chloro-2-(2,2,7,7-tetramethyltetrahydro-bis[1,3]dioxolo[4,5-b;4′,5′-d]pyran-5-ylmethoxy) benzylamino]purin-9-yl}-4-hydroxytetrahydrofuran-2-carboxylic acid methylamide (59 mg, 0.09 mmol) in chloroform (7 mL) was added trifluoroacetic acid (0.7 mL). This reaction was stirred under anhydrous conditions at room temperature for 2 h. After this time period water was added (10 mL) and the reaction was stirred at room temperature for 5 days. The solvent was removed with... Starting materials: CO, CN1C(=O)Cc2cc([N+](=O)[O-])ccc21. The product is CN1C(=O)Cc2cc(N)ccc21. Reaction SMILES: [CH3:15][OH:16].[CH3:1][N:2]1[C:3](=[O:14])[CH2:4][c:5]2[cH:6][c:7]([N+:11]([O-:12])=[O:13])[cH:8][cH:9][c:10]21>>[CH3:1][N:2]1[C:3](=[O:14])[CH2:4][c:5]2[cH:6][c:7]([NH2:11])[cH:8][cH:9][c:10]21. As a reaction SMILES: [C:1](=[O:2])([O:3][C:4]([CH3:5])([CH3:6])[CH3:7])[NH:8][CH:9]([CH3:10])[C:11](=[O:12])[OH:13].[CH3:15][N:16]1[CH2:17][CH2:18][NH:19][CH2:20][CH:21]1[Al+:22][CH:23]1[CH2:24][NH:25][CH2:26][CH2:27][N:28]1[CH3:29].[H-:14].[O:30]1[CH2:31][CH2:32][CH2:33][CH2:34]1>>[C:1](=[O:2])([O:3][C:4]([CH3:5])([CH3:6])[CH3:7])[NH:8][CH:9]([CH3:10])[CH:11]=[O:12]. Yields the product CC(C=O)NC(=O)OC(C)(C)C. The reactants are CC(NC(=O)OC(C)(C)C)C(=O)O, CN1CCNCC1[Al+]C1CNCCN1C, [H-], C1CCOC1. Reaction SMILES: [CH2:1]([NH:5][C:6]1[CH:11]=[C:10]([N+:12]([O-:14])=[O:13])[CH:9]=[C:8]([N+:15]([O-:17])=[O:16])[CH:7]=1)[CH2:2][CH2:3][CH3:4].[C:18](OC(=O)C)(=[O:20])[CH3:19]>S(=O)(=O)(O)O>[N+:12]([C:10]1[CH:11]=[C:6]([CH:7]=[C:8]([N+:15]([O-:17])=[O:16])[CH:9]=1)[N:5]([CH2:1][CH2:2][CH2:3][CH3:4])[C:18](=[O:20])[CH3:19])([O-:14])=[O:13]. Yields the product [N+](=O)([O-])C=1C=C(N(C(C)=O)CCCC)C=C(C1)[N+](=O)[O-] (3',5'-dinitro-N-n-butylacetanilide). The reagents and catalysts are S(O)(O)(=O)=O (sulphuric acid). Starting materials: C(CCC)NC1=CC(=CC(=C1)[N+](=O)[O-])[N+](=O)[O-] (N-n-butyl-3,5-dinitroaniline), C(C)(=O)OC(C)=O (acetic anhydride), ice water. Procedure: A stirred suspension of N-n-butyl-3,5-dinitroaniline (5.5 g.) in acetic anhydride (20 ml.) was treated with a few drops of concentrated sulphuric acid and then heated on the steam bath for 3 hours. The cooled reaction mixture was added to ice-water (400 ml.) and the product was extracted with ethyl acetate (3 × 100 ml.). The combined organic extract was washed with 2N aqueous sodium bicarbonate solution, dried with anhydrous magnesium sulphate, and the solvent removed in vacuo, to give 3',5'-din...